Dataset: the Open Reaction Database (ORD), a public repository of structured organic reaction records. Task: describe an organic reaction: reactants, conditions, products, and yield Starting materials: O1CCOC2=C1C=CC(=C2)CCC2=CC(=C(C(=O)OC(C)(C)C)C=C2)NC2=CC(=CC=C2)O (tert-butyl 4-(2-(2,3-dihydro[1,4]benzodioxin-6-yl)ethyl)-2-((3-hydroxyphenyl)amino)benzoate). Run in FC(C(=O)O)(F)F (Trifluoroacetic acid). Reaction conditions: time 2 hour. Product: O1CCOC2=C1C=CC(=C2)CCC2=CC(=C(C(=O)O)C=C2)NC2=CC(=CC=C2)O (4-(2-(2,3-dihydro[1,4]benzodioxin-6-yl)ethyl)-2-((3-hydroxyphenyl)amino)benzoic acid). Reaction SMILES: [O:1]1[C:6]2[CH:7]=[CH:8][C:9]([CH2:11][CH2:12][C:13]3[CH:25]=[CH:24][C:16]([C:17]([O:19]C(C)(C)C)=[O:18])=[C:15]([NH:26][C:27]4[CH:32]=[CH:31][CH:30]=[C:29]([OH:33])[CH:28]=4)[CH:14]=3)=[CH:10][C:5]=2[O:4][CH2:3][CH2:2]1>FC(F)(F)C(O)=O>[O:1]1[C:6]2[CH:7]=[CH:8][C:9]([CH2:11][CH2:12][C:13]3[CH:25]=[CH:24][C:16]([C:17]([OH:19])=[O:18])=[C:15]([NH:26][C:27]4[CH:32]=[CH:31][CH:30]=[C:29]([OH:33])[CH:28]=4)[CH:14]=3)=[CH:10][C:5]=2[O:4][CH2:3][CH2:2]1. Procedure: Trifluoroacetic acid 10 mL was added to the obtained tert-butyl 4-(2-(2,3-dihydro[1,4]benzodioxin-6-yl)ethyl)-2-((3-hydroxyphenyl)amino)benzoate, and it was stirred at room temperature for 2 hours. The solvent was removed under reduced pressure, and the obtained residue was refined by reversed-phase silica gel column chromatography [eluent; 55-75% acetonitrile/0.1% trifluoroacetic acid aqueous solution] to give 4-(2-(2,3-dihydro[1,4]benzodioxin-6-yl)ethyl)-2-((3-hydroxyphenyl)amino)benzoic acid ... The product is BrCC1=C(C=C(C(=O)O)C=C1)C(F)(F)F (4-(bromomethyl)-3-(trifluoromethyl)benzoic acid). Run at temperature 50 celsius, time 8 hour. Reported procedure: To a solution of sodium bromate (1109 mg, 7.35 mmol) in H2O (3.3 mL) was added 4-methyl-3-trifluoromethyl-benzoic acid (500 mg, 2.449 mmol) in ethyl acetate (5 mL), followed by a solution of sodium bisulfite (765 mg, 7.35 mmol) in H2O (9 mL) over a period of about 15 min. The mixture was stirred overnight at room temperature and overnight at 50° C. The mixture was poured in ether (50 mL). The aqueous layer was extracted twice with ether and the combined organic layer was washed with anhydrous Na... The reactants are S([O-])(O)=O.[Na+] (sodium bisulfite), Br(=O)(=O)[O-].[Na+] (sodium bromate), CC1=C(C=C(C(=O)O)C=C1)C(F)(F)F (4-methyl-3-trifluoromethyl-benzoic acid). Reaction SMILES: [Br:1]([O-])(=O)=O.[Na+].[CH3:6][C:7]1[CH:15]=[CH:14][C:10]([C:11]([OH:13])=[O:12])=[CH:9][C:8]=1[C:16]([F:19])([F:18])[F:17].S(=O)(O)[O-].[Na+]>O.C(OCC)(=O)C.CCOCC>[Br:1][CH2:6][C:7]1[CH:15]=[CH:14][C:10]([C:11]([OH:13])=[O:12])=[CH:9][C:8]=1[C:16]([F:17])([F:18])[F:19] |f:0.1,3.4|. Run in O (H2O), CCOCC (ether), O (H2O), C(C)(=O)OCC (ethyl acetate). The yield is 81.2%.